This data is from the Open Reaction Database (ORD), a public repository of structured organic reaction records. The task is: describe an organic reaction: reactants, conditions, products, and yield Reactants: C(C)OC([C@H](O)[C@@H](O)C(=O)OCC)=O (L-Tartaric acid diethyl ester), BrN1C(CCC1=O)=O (N-bromosuccinimide), N(=NC(C#N)(CC(C)(OC)C)C)C(C#N)(CC(C)(C)OC)C (2,2′-azobis(4-methoxy-2,4-dimethylvaleronitrile)). Yields the product O=C(C(C(=O)OCC)=O)C(=O)OCC (diethyl dioxobutanedioate). As a reaction SMILES: [CH2:1]([O:3][C:4](=[O:14])[C@@H:5]([C@H:7]([C:9]([O:11][CH2:12][CH3:13])=[O:10])[OH:8])[OH:6])[CH3:2].BrN1C(=O)CCC1=O.N(C(C)(CC(OC)(C)C)C#N)=NC(C)(CC(C)(OC)C)C#N>C(O)(=O)C>[O:6]=[C:5]([C:4]([O:3][CH2:1][CH3:2])=[O:14])[C:7](=[O:8])[C:9]([O:11][CH2:12][CH3:13])=[O:10]. Conditions: temperature 55 celsius, time 3 hour. Solvent: C(C)(=O)O (acetic acid). Procedure: L-Tartaric acid diethyl ester (10.0 g), acetic acid (100 ml), N-bromosuccinimide (34.5 g) and 2,2′-azobis(4-methoxy-2,4-dimethylvaleronitrile) (0.15 g) were mixed, and the reaction solution was stirred at 55° C. for 3 hours. The reaction solution was concentrated under reduced pressure until its volume became 50 ml to afford a solution of diethyl dioxobutanedioate in acetic acid as a yellow liquid.